Dataset: the Open Reaction Database (ORD), a public repository of structured organic reaction records. Task: describe an organic reaction: reactants, conditions, products, and yield As a reaction SMILES: [C:1]([O:2][C:3](=[O:4])[N:8]1[CH2:9][CH:10]([CH:14]([CH3:15])[CH3:16])[O:11][CH2:12][CH2:13]1)([CH3:5])([CH3:6])[CH3:7].[ClH:17].[O:18]1[CH2:19][CH2:20][O:21][CH2:22][CH2:23]1>>[NH:8]1[CH2:9][CH:10]([CH:14]([CH3:15])[CH3:16])[O:11][CH2:12][CH2:13]1. Reactants: CC(C)C1CN(C(=O)OC(C)(C)C)CCO1, Cl, C1COCCO1. The product is CC(C)C1CNCCO1. Reactants: CSC(SC)=C(C#N)C(=O)O, COCCOC, CCN. Yields the product CCNC(SC)=C(C#N)C(=O)O. Reaction SMILES: [C:1](#[N:2])[C:3]([C:4](=[O:5])[OH:6])=[C:7]([S:8][CH3:9])[S:10][CH3:11].[CH2:15]([CH2:16][O:17][CH3:18])[O:19][CH3:20].[CH3:12][CH2:13][NH2:14]>>[C:1](#[N:2])[C:3]([C:4](=[O:5])[OH:6])=[C:7]([S:8][CH3:9])[NH:14][CH2:13][CH3:12].